From a dataset of the Open Reaction Database (ORD), a public repository of structured organic reaction records. describe an organic reaction: reactants, conditions, products, and yield Reactants: CCO, NN, CCOC(=O)CN1C(=O)C2(COc3cc4c(cc32)OCCO4)c2ccccc21, O. Yields the product NNC(=O)CN1C(=O)C2(COc3cc4c(cc32)OCCO4)c2ccccc21. As a reaction SMILES: [CH3:32][CH2:33][OH:34].[NH2:30][NH2:31].[O:1]=[C:2]1[N:3]([CH2:23][C:24]([O:26][CH2:25][CH3:27])=[O:28])[c:4]2[cH:5][cH:6][cH:7][cH:8][c:9]2[C:10]12[CH2:11][O:12][c:13]1[cH:14][c:15]3[c:16]([cH:21][c:22]12)[O:17][CH2:18][CH2:19][O:20]3.[OH2:29]>>[O:1]=[C:2]1[N:3]([CH2:23][C:24](=[O:26])[NH:30][NH2:31])[c:4]2[cH:5][cH:6][cH:7][cH:8][c:9]2[C:10]12[CH2:11][O:12][c:13]1[cH:14][c:15]3[c:16]([cH:21][c:22]12)[O:17][CH2:18][CH2:19][O:20]3. Reactants: C(C)OC(C(C(=O)OCC)=CC(C1CC1)C1=NC=CC(=C1C)Cl)=O (2-[2-(3-methyl-4-chloro-pyridin-2-yl)-2-cyclopropyl-ethylidene]-malonic acid diethyl ester). Run in C1=CC=C(C=C1)C2=CC=CC=C2.C1=CC=C(C=C1)OC2=CC=CC=C2 (Dowtherm A). Product: ClC=1C=CN2C(C(=CC(=C2C1C)C1CC1)C(=O)OCC)=O (ethyl 8-chloro-1-cyclopropyl-9-methyl-4-oxo-4H-quinolizine-3-carboxylate). Isolated yield 75.0%. Reaction SMILES: [CH2:1]([O:3][C:4](=[O:24])[C:5](=[CH:11][CH:12]([C:16]1[C:21]([CH3:22])=[C:20]([Cl:23])[CH:19]=[CH:18][N:17]=1)[CH:13]1[CH2:15][CH2:14]1)[C:6](OCC)=[O:7])[CH3:2]>C1C=CC(C2C=CC=CC=2)=CC=1.C1C=CC(OC2C=CC=CC=2)=CC=1>[Cl:23][C:20]1[CH:19]=[CH:18][N:17]2[C:16]([C:21]=1[CH3:22])=[C:12]([CH:13]1[CH2:15][CH2:14]1)[CH:11]=[C:5]([C:4]([O:3][CH2:1][CH3:2])=[O:24])[C:6]2=[O:7] |f:1.2|. Procedure details: A solution of 2-[2-(3-methyl-4-chloro-pyridin-2-yl)-2-cyclopropyl-ethylidene]-malonic acid diethyl ester (5.76 g, 16.4 mmol) in Dowtherm A (80 mL) was heated in a preheated oil bath at 230° C. for 15 min. The reaction mixture was cooled to room temperature and purified by flash silica column chromatography (hexane:ethyl acetate, 2:1 to 1:2) to afford the title compound as a yellow solid (3.76 g, 75%). Starting materials: FC(OC1=CC=C(C=C1)N1N=C(N=C1)C1=CC=C(C=C1)C(CC(=O)N=[N+]=[N-])CC)(F)F.N(=C=O)CC(CC)C1=CC=C(C=C1)C1=NN(C=N1)C1=CC=C(C=C1)OC(F)(F)F (3-(4-(1-(4-(trifluoromethoxy)phenyl)-1H-1,2,4-triazol-3-yl)phenyl)pentanoyl azide 3-(4-(1-isocyanatobutan-2-yl)phenyl)-1-(4-(trifluoromethoxy)phenyl)-1H-1,2,4-triazole), C(C)(C)C1=C(C=C(C=C1)OC)NC(=S)N (1-(2-isopropyl-5-methoxyphenyl)thiourea). Yields the product C(C)(C)C1=C(C=C(C=C1)OC)N1/C(/SCC1=O)=N/C(=O)NCC(CC)C1=CC=C(C=C1)C1=NN(C=N1)C1=CC=C(C=C1)OC(F)(F)F ((Z)-1-(3-(2-isopropyl-5-methoxyphenyl)-4-oxothiazolidin-2-ylidene)-3-(2-(4-(1-(4-(trifluoromethoxy)phenyl)-1H-1,2,4-triazol-3-yl)phenyl)butyl)urea), foam. Isolated yield 47.0%. RXN SMILES: FC(F)(F)[O:3][C:4]1C=CC(N2C=NC(C3C=CC(C(CC)CC(N=[N+]=[N-])=O)=CC=3)=N2)=C[CH:5]=1.[N:32]([CH2:35][CH:36]([C:39]1[CH:44]=[CH:43][C:42]([C:45]2[N:49]=[CH:48][N:47]([C:50]3[CH:55]=[CH:54][C:53]([O:56][C:57]([F:60])([F:59])[F:58])=[CH:52][CH:51]=3)[N:46]=2)=[CH:41][CH:40]=1)[CH2:37][CH3:38])=[C:33]=[O:34].[CH:61]([C:64]1[CH:69]=[CH:68][C:67]([O:70][CH3:71])=[CH:66][C:65]=1[NH:72][C:73]([NH2:75])=[S:74])([CH3:63])[CH3:62]>>[CH:61]([C:64]1[CH:69]=[CH:68][C:67]([O:70][CH3:71])=[CH:66][C:65]=1[N:72]1[C:4](=[O:3])[CH2:5][S:74]/[C:73]/1=[N:75]\[C:33]([NH:32][CH2:35][CH:36]([C:39]1[CH:40]=[CH:41][C:42]([C:45]2[N:49]=[CH:48][N:47]([C:50]3[CH:51]=[CH:52][C:53]([O:56][C:57]([F:59])([F:58])[F:60])=[CH:54][CH:55]=3)[N:46]=2)=[CH:43][CH:44]=1)[CH2:37][CH3:38])=[O:34])([CH3:63])[CH3:62] |f:0.1|. Reported procedure: The title compound was prepared from 3-(4-(1-(4-(trifluoromethoxy)phenyl)-1H-1,2,4-triazol-3-yl)phenyl)pentanoyl azide/3-(4-(1-isocyanatobutan-2-yl)phenyl)-1-(4-(trifluoromethoxy)phenyl)-1H-1,2,4-triazole (C42a) and 1-(2-isopropyl-5-methoxyphenyl)thiourea (CA40) and isolated as a brown foam (0.091 g, 47%). Starting materials: ClC=1C=C(C=CC1)C=1N=C(SC1C(=O)O)N1C=NC2=C1C=C(C(=C2)OC)OC (4-(3-Chloro-phenyl)-2-(5,6-dimethoxy-benzoimidazol-1-yl)-thiazole-5-carboxylic acid), COC1=CC(=CC=C1)N (3-anisidine). Product: COC=1C=C(C=CC1)NC(=O)C1=C(N=C(S1)N1C=NC2=C1C=C(C(=C2)OC)OC)C2=CC(=CC=C2)Cl (4-(3-Chloro-phenyl)-2-(5,6-dimethoxy-benzoimidazol-1-yl)-thiazole-5-carboxylic acid (3-methoxy-phenyl)-amide). Yield: 86.6%. RXN SMILES: [Cl:1][C:2]1[CH:3]=[C:4]([C:8]2[N:9]=[C:10]([N:16]3[C:20]4[CH:21]=[C:22]([O:27][CH3:28])[C:23]([O:25][CH3:26])=[CH:24][C:19]=4[N:18]=[CH:17]3)[S:11][C:12]=2[C:13](O)=[O:14])[CH:5]=[CH:6][CH:7]=1.[CH3:29][O:30][C:31]1[CH:36]=[CH:35][CH:34]=[C:33]([NH2:37])[CH:32]=1>>[CH3:29][O:30][C:31]1[CH:32]=[C:33]([NH:37][C:13]([C:12]2[S:11][C:10]([N:16]3[C:20]4[CH:21]=[C:22]([O:27][CH3:28])[C:23]([O:25][CH3:26])=[CH:24][C:19]=4[N:18]=[CH:17]3)=[N:9][C:8]=2[C:4]2[CH:5]=[CH:6][CH:7]=[C:2]([Cl:1])[CH:3]=2)=[O:14])[CH:34]=[CH:35][CH:36]=1. Procedure: In a similar manner as described for Example 53, 4-(3-Chloro-phenyl)-2-(5,6-dimethoxy-benzoimidazol-1-yl)-thiazole-5-carboxylic acid (41 mg, 0.1 mmol) and 3-anisidine (12.3 mg, 0.1 mmol, Aldrich) gave 4-(3-Chloro-phenyl)-2-(5,6-dimethoxy-benzoimidazol-1-yl)-thiazole-5-carboxylic acid (3-methoxy-phenyl)-amide (45.1 mg, 86.6%) as a white solid. MS m/z 521 (M+1). Reactants: BrC1=CC=C(C=C1)CC(=O)NC1=C(C=C(C=C1)OC1=CC=C(C=C1)C(F)(F)F)O (2-(4-bromo-phenyl)-N-[2-Hydroxy-4-(4-trifluoromethyl-phenoxy)-phenyl]-acetamide), COC=1C=C(C=CC1)B(O)O (3-methoxyphenylboronic acid), C(=O)([O-])[O-].[Na+].[Na+] (Na2CO3). Reagents/catalysts: C=1C=CC(=CC1)[P](C=2C=CC=CC2)(C=3C=CC=CC3)[Pd]([P](C=4C=CC=CC4)(C=5C=CC=CC5)C=6C=CC=CC6)([P](C=7C=CC=CC7)(C=8C=CC=CC8)C=9C=CC=CC9)[P](C=1C=CC=CC1)(C=1C=CC=CC1)C=1C=CC=CC1 (Pd(PPh3)4). Solvent: COCCOC (DME). Conditions: temperature 80 celsius, time 4 hour. The product is OC1=C(C=CC(=C1)OC1=CC=C(C=C1)C(F)(F)F)NC(CC1=CC=C(C=C1)C1=CC(=CC=C1)OC)=O (N-[2-Hydroxy-4-(4-trifluoromethyl-phenoxy)-phenyl]-2-(3′-methoxy-biphenyl-4-yl)-acetamide). Yield: 50.0%. RXN SMILES: Br[C:2]1[CH:7]=[CH:6][C:5]([CH2:8][C:9]([NH:11][C:12]2[CH:17]=[CH:16][C:15]([O:18][C:19]3[CH:24]=[CH:23][C:22]([C:25]([F:28])([F:27])[F:26])=[CH:21][CH:20]=3)=[CH:14][C:13]=2[OH:29])=[O:10])=[CH:4][CH:3]=1.[CH3:30][O:31][C:32]1[CH:33]=[C:34](B(O)O)[CH:35]=[CH:36][CH:37]=1.C([O-])([O-])=O.[Na+].[Na+]>COCCOC.C1C=CC([P]([Pd]([P](C2C=CC=CC=2)(C2C=CC=CC=2)C2C=CC=CC=2)([P](C2C=CC=CC=2)(C2C=CC=CC=2)C2C=CC=CC=2)[P](C2C=CC=CC=2)(C2C=CC=CC=2)C2C=CC=CC=2)(C2C=CC=CC=2)C2C=CC=CC=2)=CC=1>[OH:29][C:13]1[CH:14]=[C:15]([O:18][C:19]2[CH:24]=[CH:23][C:22]([C:25]([F:28])([F:27])[F:26])=[CH:21][CH:20]=2)[CH:16]=[CH:17][C:12]=1[NH:11][C:9](=[O:10])[CH2:8][C:5]1[CH:6]=[CH:7][C:2]([C:36]2[CH:35]=[CH:34][CH:33]=[C:32]([O:31][CH3:30])[CH:37]=2)=[CH:3][CH:4]=1 |f:2.3.4,^1:56,58,77,96|. Procedure details: To 120 mg (0.1 mmol) of above resin-bound 2-(4-bromo-phenyl)-N-[2-Hydroxy-4-(4-trifluoromethyl-phenoxy)-phenyl]-acetamide in 2.0 mL of DME were added 46.0 mg (0.3 mmol) of 3-methoxyphenylboronic acid, 30 mg (0.03 mmol) of Pd(PPh3)4, and 0.3 mL (0.6 mmol) of 2N Na2CO3 solution. The mixture was heated to 80° C. for 12 h. The resin was washed with H2O, DMF, MeOH, DCM three times of each and cleaved with TMSBr/TFA/DCM (1:1:5) at rt for 4 h. The residue obtained after removing the solvent was purifie... Reactants: Br[C@H](C(=O)O)CO ((2S)-2-bromo-3-hydroxypropanoic acid), C(C1=CC=CC=C1)N (benzylamine). Yields the product C(C1=CC=CC=C1)NC([C@H](CO)Br)=O ((2S)-N-benzyl-2-bromo-3-hydroxypropanamide). As a reaction SMILES: [Br:1][C@@H:2]([CH2:6][OH:7])[C:3](O)=[O:4].[CH2:8]([NH2:15])[C:9]1[CH:14]=[CH:13][CH:12]=[CH:11][CH:10]=1>>[CH2:8]([NH:15][C:3](=[O:4])[C@@H:2]([Br:1])[CH2:6][OH:7])[C:9]1[CH:14]=[CH:13][CH:12]=[CH:11][CH:10]=1. Reported procedure: In one of the embodiments of the present invention, the compound (2S)-2-bromo-3-hydroxypropanoic acid of Formula-XVIII is subjected to react with benzylamine in presence of a base and an activator under mixed anhydride coupling condition to get (2S)-N-benzyl-2-bromo-3-hydroxypropanamide of Formula-XIX. The mixed anhydride coupling reaction conditions as described by Anderson, et al., in JACS, 1967, 89, 5012-5017, the contents of which are incorporated herein by reference. The activators used to ... Starting materials: NC1=CC=C(CC2=NC=3N(C(N(C(C3N2)=O)CC2=C(C=CC=C2)F)=O)CCCC)C=C1 (8-(4-amino-benzyl)-3-butyl-1-(2-fluoro-benzyl)-3,7-dihydro-purine-2,6-dione), FC=1C=C(C=CC1F)S(=O)(=O)Cl (3,4-difluoro-benzenesulfonyl chloride). Yields the product C(CCC)N1C(N(C(C=2NC(=NC12)CC1=CC=C(C=C1)NS(=O)(=O)C1=CC(=C(C=C1)F)F)=O)CC1=C(C=CC=C1)F)=O (N-{4-[3-Butyl-1-(2-fluoro-benzyl)-2,6-dioxo-2,3,6,7-tetrahydro-1H-purin-8-ylmethyl]-phenyl}-3,4-difluoro-benzenesulfonamide). As a reaction SMILES: [NH2:1][C:2]1[CH:31]=[CH:30][C:5]([CH2:6][C:7]2[NH:15][C:14]3[C:13](=[O:16])[N:12]([CH2:17][C:18]4[CH:23]=[CH:22][CH:21]=[CH:20][C:19]=4[F:24])[C:11](=[O:25])[N:10]([CH2:26][CH2:27][CH2:28][CH3:29])[C:9]=3[N:8]=2)=[CH:4][CH:3]=1.[F:32][C:33]1[CH:34]=[C:35]([S:40](Cl)(=[O:42])=[O:41])[CH:36]=[CH:37][C:38]=1[F:39]>>[CH2:26]([N:10]1[C:9]2[N:8]=[C:7]([CH2:6][C:5]3[CH:4]=[CH:3][C:2]([NH:1][S:40]([C:35]4[CH:36]=[CH:37][C:38]([F:39])=[C:33]([F:32])[CH:34]=4)(=[O:42])=[O:41])=[CH:31][CH:30]=3)[NH:15][C:14]=2[C:13](=[O:16])[N:12]([CH2:17][C:18]2[CH:23]=[CH:22][CH:21]=[CH:20][C:19]=2[F:24])[C:11]1=[O:25])[CH2:27][CH2:28][CH3:29]. Procedure details: Prepared from 8-(4-amino-benzyl)-3-butyl-1-(2-fluoro-benzyl)-3,7-dihydro-purine-2,6-dione and 3,4-difluoro-benzenesulfonyl chloride. Purity (ELSD, based on MW=597.6)=95%. The reactants are [H][H] (hydrogen), C1(=CC=CC=C1)C(C(=CC1=CC=CC=C1)CCCCCC)O (1,3-diphenyl-2-n-hexyl-2-propen-1-ol), FC(C(=O)O)(F)F (trifluoroacetic acid), product. The reagents and catalysts are [Pd] (Pd-C). Solvent: O (water). Conditions: temperature 50 celsius. The product is C1(=CC=CC=C1)CC(CC1=CC=CC=C1)CCCCCC (1,3-diphenyl-2-n-hexyl propane). The yield is 61.2%. RXN SMILES: [C:1]1([CH:7](O)[C:8]([CH2:16][CH2:17][CH2:18][CH2:19][CH2:20][CH3:21])=[CH:9][C:10]2[CH:15]=[CH:14][CH:13]=[CH:12][CH:11]=2)[CH:6]=[CH:5][CH:4]=[CH:3][CH:2]=1.FC(F)(F)C(O)=O.[H][H]>[Pd].O>[C:1]1([CH2:7][CH:8]([CH2:16][CH2:17][CH2:18][CH2:19][CH2:20][CH3:21])[CH2:9][C:10]2[CH:11]=[CH:12][CH:13]=[CH:14][CH:15]=2)[CH:6]=[CH:5][CH:4]=[CH:3][CH:2]=1. Procedure: In a 2-liter three-necked flask equipped with a stirring device and a nitrogen substituting device, 169.6 g of 1,3-diphenyl-2-n-hexyl-2-propen-1-ol, 0.4 milliliters of trifluoroacetic acid and 17 g of a Pd-C catalyst (a 5% product, containing 55.9% of water) were introduced, and stirred at 50° C. and contacted with hydrogen gas. After stirring for 30 hours, the catalyst was filtered off, water was added, and an extraction was carried out with n-heptane. After washing with sodium hydrogencarbonat... Starting materials: C1CN1, CS(C)=O, NC(=O)c1cc(F)ccc1[N+](=O)[O-], O. Yields the product NC(=O)c1cc(N2CC2)ccc1[N+](=O)[O-]. Reaction SMILES: [CH2:14]1[CH2:15][NH:16]1.[CH3:18][S:19]([CH3:20])=[O:21].[N+:1](=[O:2])([O-:3])[c:4]1[c:5]([C:6](=[O:7])[NH2:8])[cH:9][c:10]([F:13])[cH:11][cH:12]1.[OH2:17]>>[N+:1](=[O:2])([O-:3])[c:4]1[c:5]([C:6](=[O:7])[NH2:8])[cH:9][c:10]([N:16]2[CH2:14][CH2:15]2)[cH:11][cH:12]1. Starting materials: Br, CCCCCCCCCCCCCCCCBr, C#CC(=O)O, CC(=O)O, O=C(O)C=Cc1ccc([N+](=O)[O-])cc1F, CCCCCCCCCCCCCCCCNc1ccc(C#CC(=O)OCC)c(F)c1, [NH4+], [Na+], O=S(=O)([O-])[O-], [OH-], [OH-]. The product is CCCCCCCCCCCCCCCCNc1ccc(C#CC(=O)O)c(F)c1. Reaction SMILES: [Br:16].[Br:22][CH2:23][CH2:24][CH2:25][CH2:26][CH2:27][CH2:28][CH2:29][CH2:30][CH2:31][CH2:32][CH2:33][CH2:34][CH2:35][CH2:36][CH2:37][CH3:38].[C:17]([OH:18])(=[O:19])[C:20]#[CH:21].[CH3:70][C:71](=[O:72])[OH:73].[F:1][c:2]1[cH:3][c:4]([N+:5]([O-:6])=[O:7])[cH:8][cH:9][c:10]1[CH:11]=[CH:12][C:13]([OH:14])=[O:15].[F:39][c:40]1[c:41]([C:63]#[C:64][C:65](=[O:66])[O:67][CH2:68][CH3:69])[cH:42][cH:43][c:44]([NH:46][CH2:47][CH2:48][CH2:49][CH2:50][CH2:51][CH2:52][CH2:53][CH2:54][CH2:55][CH2:56][CH2:57][CH2:58][CH2:59][CH2:60][CH2:61][CH3:62])[cH:45]1.[NH4+:81].[Na+:75].[O-:76][S:77](=[O:78])(=[O:79])[O-:80].[OH-:74].[OH-:82]>>[F:39][c:40]1[c:41]([C:63]#[C:64][C:65](=[O:66])[OH:67])[cH:42][cH:43][c:44]([NH:46][CH2:47][CH2:48][CH2:49][CH2:50][CH2:51][CH2:52][CH2:53][CH2:54][CH2:55][CH2:56][CH2:57][CH2:58][CH2:59][CH2:60][CH2:61][CH3:62])[cH:45]1.